Dataset: the Open Reaction Database (ORD), a public repository of structured organic reaction records. Task: describe an organic reaction: reactants, conditions, products, and yield Starting materials: BrCCCBr (1,3-dibromopropane), CC1=C(OC2=C(C1=O)C=CC=C2C(=O)[O-])C2=CC=CC=C2.[Na+] (sodium3-methyl-4-oxo-2-phenyl-4H-1-benzopyran-8-carboxylate). The solvent is CN(C=O)C (dimethylformamide), O (water), O (water). Run at time 5 day. The product is BrCCCOC(=O)C1=CC=CC=2C(C(=C(OC21)C2=CC=CC=C2)C)=O (8-(3-Bromopropoxycarbonyl)-3-methyl-4-oxo-2-phenyl-4H-1-benzopyran). Isolated yield 69.6%. Reaction SMILES: [Br:1][CH2:2][CH2:3][CH2:4]Br.[CH3:6][C:7]1[C:12](=[O:13])[C:11]2[CH:14]=[CH:15][CH:16]=[C:17]([C:18]([O-:20])=[O:19])[C:10]=2[O:9][C:8]=1[C:21]1[CH:26]=[CH:25][CH:24]=[CH:23][CH:22]=1.[Na+]>CN(C)C=O.O>[Br:1][CH2:2][CH2:3][CH2:4][O:20][C:18]([C:17]1[C:10]2[O:9][C:8]([C:21]3[CH:22]=[CH:23][CH:24]=[CH:25][CH:26]=3)=[C:7]([CH3:6])[C:12](=[O:13])[C:11]=2[CH:14]=[CH:15][CH:16]=1)=[O:19] |f:1.2|. Procedure details: 30 g of 1,3-dibromopropane was added dropwise at ambient temperature to a suspension of 30 g of sodium3-methyl-4-oxo-2-phenyl-4H-1-benzopyran-8-carboxylate in 150 ml of dimethylformamide and 35 ml of water. The reaction mixture was stirred at ambient temperature for 5 days. 100 ml of water was added and stirring was continued for a further 15 minutes. The precipitate was filtered off by suction, washed with water and purified by flash chromatography on silica gel, eluting with chloroform:ethyl a... Reactants: C1(=CC=C(C=C1)[C@@](C(=O)O)(O)[C@@H](O)C(=O)O)C (p-toluyl-L-tartaric acid), C(C)(C)N(C(C)C)CCC(C1=CC=CC=C1)C1=C(C=CC(=C1)Br)OCC1=CC=CC=C1 (N,N-Diisopropyl-3-(2-benzyloxy-5-bromophenyl)-3-phenylpropylamine), ( E ), [OH-].[Na+] (sodium hydroxide). Run in O (Water). Yields the product C(C)(C)N(C(C)C)CC[C@H](C1=CC=CC=C1)C1=C(C=CC(=C1)Br)OCC1=CC=CC=C1 ((R)—N,N-Diisopropyl-3-(2-benzyloxy-5-bromophenyl)-3-phenylpropyl amine). As a reaction SMILES: C1(C)C=CC([C@]([C@H](C(O)=O)O)(O)C(O)=O)=CC=1.[CH:18]([N:21]([CH2:25][CH2:26][CH:27]([C:34]1[CH:39]=[C:38]([Br:40])[CH:37]=[CH:36][C:35]=1[O:41][CH2:42][C:43]1[CH:48]=[CH:47][CH:46]=[CH:45][CH:44]=1)[C:28]1[CH:33]=[CH:32][CH:31]=[CH:30][CH:29]=1)[CH:22]([CH3:24])[CH3:23])([CH3:20])[CH3:19].[OH-].[Na+]>O>[CH:18]([N:21]([CH2:25][CH2:26][C@@H:27]([C:34]1[CH:39]=[C:38]([Br:40])[CH:37]=[CH:36][C:35]=1[O:41][CH2:42][C:43]1[CH:44]=[CH:45][CH:46]=[CH:47][CH:48]=1)[C:28]1[CH:33]=[CH:32][CH:31]=[CH:30][CH:29]=1)[CH:22]([CH3:24])[CH3:23])([CH3:19])[CH3:20] |f:2.3|. Reported procedure: To the obtained p-toluyl-L-tartaric acid salt of N,N-Diisopropyl-3-(2-benzyloxy-5-bromophenyl)-3-phenylpropylamine of formula (E) added 500 ml R.O. Water and 300 ml MDC reaction cooled to 0° C. to 5° C. and pH was adjusted at 9 to 10 by 10% sodium hydroxide followed by raising of temperature to 25° C. to 35° C. Layers were separated and MDC layer washed with 2×200 ml 20% brine solution and finally MDC was distilled out under vacuum below 50° C. to afford title compound (R)—N,N-Diisopropyl-3-(2-b... Reactants: CC#N, CCN(C(C)C)C(C)C, CCOC(=O)c1c(C)nc2c(cnn2CC)c1Cl, Cl, NC1CCOCC1. The product is CCOC(=O)c1c(C)nc2c(cnn2CC)c1NC1CCOCC1. As a reaction SMILES: [CH3:36][C:37]#[N:38].[CH:27]([N:28]([CH2:29][CH3:30])[CH:31]([CH3:32])[CH3:33])([CH3:34])[CH3:35].[Cl:9][c:10]1[c:11]2[c:12]([n:13][c:14]([CH3:21])[c:15]1[C:16](=[O:17])[O:18][CH2:19][CH3:20])[n:22]([CH2:25][CH3:26])[n:23][cH:24]2.[ClH:1].[NH2:2][CH:3]1[CH2:4][CH2:5][O:6][CH2:7][CH2:8]1>>[NH:2]([CH:3]1[CH2:4][CH2:5][O:6][CH2:7][CH2:8]1)[c:10]1[c:11]2[c:12]([n:13][c:14]([CH3:21])[c:15]1[C:16](=[O:17])[O:18][CH2:19][CH3:20])[n:22]([CH2:25][CH3:26])[n:23][cH:24]2. Reactants: ClC1=C2C(NC(=N1)C)=CC(=N2)C2=CC=CC=C2 (4-chloro-2-methyl-6-phenylpyrrolo[3,2-d]pyrimidine), OCC1NCCCC1 (2-hydroxymethyl piperidine). Reported procedure: To an oven-dried, 50-mL, round-bottomed flask was added 4-chloro-2-methyl-6-phenylpyrrolo[3,2-d]pyrimidine (Example 1(e)) (250 mg, 1.03 mmol) and 2-hydroxymethyl piperidine (Aldrich Chemical Company) (237 mg, 2.06 mmol). The flask was purged with N2 and the mixture was heated to 180° C. for 16 h. The reaction was allowed to cool to room temperature and the crude material was purified by silica gel chromatography with EtOAc as eluant to give 125 mg (38% yield) of an off white solid. 1H NMR (CDCl3... Yields the product Cl.CC=1NC=2C(=C(N1)N1C(CCCC1)CO)N=C(C2)C2=CC=CC=C2 ((1-[2-Methyl-6-phenylpyrrolo[2,3-e]pyrimidin-4-yl)-2-piperidyl)methan-1-ol Hydrochloride). As a reaction SMILES: [Cl:1][C:2]1[N:7]=[C:6]([CH3:8])[NH:5][C:4]2=[CH:9][C:10]([C:12]3[CH:17]=[CH:16][CH:15]=[CH:14][CH:13]=3)=[N:11][C:3]=12.[OH:18][CH2:19][CH:20]1[CH2:25][CH2:24][CH2:23][CH2:22][NH:21]1>>[ClH:1].[CH3:8][C:6]1[NH:5][C:4]2[C:3]([N:11]=[C:10]([C:12]3[CH:17]=[CH:16][CH:15]=[CH:14][CH:13]=3)[CH:9]=2)=[C:2]([N:21]2[CH2:22][CH2:23][CH2:24][CH2:25][CH:20]2[CH2:19][OH:18])[N:7]=1 |f:2.3|. The yield is 38.0%. Conditions: temperature 180 celsius. Reactants: ClC1=CC=CC2=C1C(N(CC=1N2C=NC1C=1OC(=NN1)CCl)C)=O (7-chloro-3-(5-chloromethyl-1,3,4-oxadiazol-2-yl)-5-methyl-5,6-dihydro-4H-imidazo[1,5-a][1,4]benzodiazepin-6-one), C(CCC)NCCCC (dibutylamine). The solvent is CN(C=O)C (N,N-dimethylformamide). Yields the product ClC1=CC=CC2=C1C(N(CC=1N2C=NC1C=1OC(=NN1)CN(CCCC)CCCC)C)=O (7-chloro-3-(5-dibutylaminomethyl-1,3,4-oxadiazol-2-yl)-5-methyl-5,6-dihydro-4H-imidazo[1,5-a][1,4]benzodiazepin-6-one). The yield is 79.5%. As a reaction SMILES: [Cl:1][C:2]1[C:7]2[C:8](=[O:24])[N:9]([CH3:23])[CH2:10][C:11]3[N:12]([CH:13]=[N:14][C:15]=3[C:16]3[O:17][C:18]([CH2:21]Cl)=[N:19][N:20]=3)[C:6]=2[CH:5]=[CH:4][CH:3]=1.[CH2:25]([NH:29][CH2:30][CH2:31][CH2:32][CH3:33])[CH2:26][CH2:27][CH3:28]>CN(C)C=O>[Cl:1][C:2]1[C:7]2[C:8](=[O:24])[N:9]([CH3:23])[CH2:10][C:11]3[N:12]([CH:13]=[N:14][C:15]=3[C:16]3[O:17][C:18]([CH2:21][N:29]([CH2:30][CH2:31][CH2:32][CH3:33])[CH2:25][CH2:26][CH2:27][CH3:28])=[N:19][N:20]=3)[C:6]=2[CH:5]=[CH:4][CH:3]=1. Reported procedure: 1.09 g (3 mmol) of 7-chloro-3-(5-chloromethyl-1,3,4-oxadiazol-2-yl)-5-methyl-5,6-dihydro-4H-imidazo[1,5-a][1,4]benzodiazepin-6-one were stirred at room temperature overnight with 1.5 g (11.6 mmol) of dibutylamine and 15 ml of N,N-dimethylformamide. After evaporation of the reaction mixture and chromatography of the residue on silica gel while eluting with ethyl acetate there were obtained 1.09 g (79%) of 7-chloro-3-(5-dibutylaminomethyl-1,3,4-oxadiazol-2-yl)-5-methyl-5,6-dihydro-4H-imidazo[1,5-a...